From a dataset of the Open Reaction Database (ORD), a public repository of structured organic reaction records. describe an organic reaction: reactants, conditions, products, and yield Starting materials: BrC=1C=C(C(=NC1)Cl)[N+](=O)[O-] (5-bromo-2-chloro-3-nitropyridine), N12CCCCCC2=NCCC1 (1,8-diazabicyclo[5.4.0]undec-7-ene), O (Water). The solvent is C(C)O (ethanol). Yields the product BrC=1C=C(C(=NC1)OCC)[N+](=O)[O-] (5-bromo-2-ethoxy-3-nitropyridine). The yield is 50.0%. As a reaction SMILES: [Br:1][C:2]1[CH:3]=[C:4]([N+:9]([O-:11])=[O:10])[C:5](Cl)=[N:6][CH:7]=1.N12[CH2:22][CH2:21]CN=C1CCCCC2.[OH2:23]>C(O)C>[Br:1][C:2]1[CH:3]=[C:4]([N+:9]([O-:11])=[O:10])[C:5]([O:23][CH2:21][CH3:22])=[N:6][CH:7]=1. Procedure: A solution of 5-bromo-2-chloro-3-nitropyridine (100 mg, 0.42 mmol) and 1,8-diazabicyclo[5.4.0]undec-7-ene (315 uL, 2.11 mmol) in ethanol (1 mL) was heated to 50° C. for 50 min and then cooled to rt. Water was added and the resulting aqueous mixture was extracted twice with ethyl acetate. The combined organic extracts were washed with 1 N HCl, dried over magnesium sulfate, filtered, and concentrated in vacuo. The residue was purified by flash chromatography (gradient, 100% hexanes to 90% hexanes:... Starting materials: CNCC=1C=C2C=CN(C2=CC1)C (methyl-(1-methyl-1H-indol-5-ylmethyl)amine), Cl.Cl.CN1CC(NC2=C(C1)C=C(C=N2)/C=C/C(=O)O)=O ((E)-3-(4-methyl-2-oxo-2,3,4,5-tetrahydro-1H-pyrido[2,3-e][1,4]diazepin-7-yl)acrylic acid dihydrochloride), C=1C=CC2=C(C1)N=NN2O (HOBt), C(C)(C)N(CC)C(C)C (diisopropylethylamine), CCN=C=NCCCN(C)C.Cl (EDC hydrochloride). The solvent is O (Water), CN(C)C=O (DMF), C(C)OCC (Diethyl ether). Run at time 8 hour. The product is CN(C(\C=C\C1=CC2=C(NC(CN(C2)C)=O)N=C1)=O)CC=1C=C2C=CN(C2=CC1)C ((E)-N-methyl-N-(1-methylindol-5-ylmethyl)-3-(4-methyl-2-oxo-2,3,4,5-tetrahydro-1H-pyrido[2,3-e][1,4]diazepin-7-yl)acrylamide). Yield: 78.3%. RXN SMILES: [CH3:1][NH:2][CH2:3][C:4]1[CH:5]=[C:6]2[C:10](=[CH:11][CH:12]=1)[N:9]([CH3:13])[CH:8]=[CH:7]2.Cl.Cl.[CH3:16][N:17]1[CH2:23][C:22]2[CH:24]=[C:25](/[CH:28]=[CH:29]/[C:30](O)=[O:31])[CH:26]=[N:27][C:21]=2[NH:20][C:19](=[O:33])[CH2:18]1.C1C=CC2N(O)N=NC=2C=1.C(N(C(C)C)CC)(C)C.CCN=C=NCCCN(C)C.Cl>CN(C=O)C.C(OCC)C.O>[CH3:1][N:2]([CH2:3][C:4]1[CH:5]=[C:6]2[C:10](=[CH:11][CH:12]=1)[N:9]([CH3:13])[CH:8]=[CH:7]2)[C:30](=[O:31])/[CH:29]=[CH:28]/[C:25]1[CH:26]=[N:27][C:21]2[NH:20][C:19](=[O:33])[CH2:18][N:17]([CH3:16])[CH2:23][C:22]=2[CH:24]=1 |f:1.2.3,6.7|. Reported procedure: To a solution of (methyl-(1-methyl-1H-indol-5-ylmethyl)amine (103 mg, 0.6 mmol), (E)-3-(4-methyl-2-oxo-2,3,4,5-tetrahydro-1H-pyrido[2,3-e][1,4]diazepin-7-yl)acrylic acid dihydrochloride (160 mg, 0.5 mmol), HOBt (81 mg, 0.5 mmol) and diisopropylethylamine (0.41 mL, 2 mmol) in DMF (12 mL) was added EDC hydrochloride (114 mg, 0.6 mmol). The mixture was stirred overnight at room temperature. Water (75 mL) was added and the solution stirred for 1 hr. The precipitate was collected by filtration. The y... Reactants: C(CC)N1C(N(C=2NC(=NC2C1=O)C(CC1=CC=C(C=C1)SCC(=O)O)C)CCC)=O (2-[4-[2-(2,3,6,9-tetrahydro-1,3-dipropyl-2,6-dioxo-1H-purin-8-yl)propyl]phenylthio]acetic acid), ON1C(CCC1=O)=O (N-hydroxysuccinimide), Cl.CN(CCCN=C=NCC)C (1-(3-dimethylaminopropyl)-3-ethylcarbodiimide hydrochloride), C(CN)N (ethylenediamine), solution. The solvent is C(Cl)(Cl)Cl (chloroform), CN(C=O)C (dimethylformamide), CO (methanol). Run at time 1 hour. Yields the product NCCNC(CSC1=CC=C(C=C1)CC(C)C=1NC=2N(C(N(C(C2N1)=O)CCC)=O)CCC)=O (N-(2-Aminoethyl)-2-[4-[2-(2,3,6,9-tetrahydro-1,3-dipropyl-2,6-dioxo-1H-purin-8-yl)propyl]phenylthio]-acetamide). Reaction SMILES: [CH2:1]([N:4]1[C:12](=[O:13])[C:11]2[N:10]=[C:9]([CH:14]([CH3:27])[CH2:15][C:16]3[CH:21]=[CH:20][C:19]([S:22][CH2:23][C:24]([OH:26])=O)=[CH:18][CH:17]=3)[NH:8][C:7]=2[N:6]([CH2:28][CH2:29][CH3:30])[C:5]1=[O:31])[CH2:2][CH3:3].ON1C(=O)CCC1=O.Cl.CN(C)CCCN=C=NCC.[CH2:52]([NH2:55])[CH2:53][NH2:54]>CN(C)C=O.CO.C(Cl)(Cl)Cl>[NH2:54][CH2:53][CH2:52][NH:55][C:24](=[O:26])[CH2:23][S:22][C:19]1[CH:20]=[CH:21][C:16]([CH2:15][CH:14]([C:9]2[NH:8][C:7]3[N:6]([CH2:28][CH2:29][CH3:30])[C:5](=[O:31])[N:4]([CH2:1][CH2:2][CH3:3])[C:12](=[O:13])[C:11]=3[N:10]=2)[CH3:27])=[CH:17][CH:18]=1 |f:2.3|. Procedure: Dissolve 2-[4-[2-(2,3,6,9-tetrahydro-1,3-dipropyl-2,6-dioxo-1H-purin-8-yl)propyl]phenylthio]acetic acid (785 mg, 1.87 mmol) in dimethylformamide (20 mL) and treat with N-hydroxysuccinimide (215 mg, 1.87 mmol) and 1-(3-dimethylaminopropyl)-3-ethylcarbodiimide hydrochloride (751 mg, 3.92 mmol). Stir for 1 hour and add to a stirring solution of ethylenediamine (20 mL of a 10% solution in methanol). Stir for 1 hour and dilute with chloroform (600 mL). Separate the organic phase, wash with 5% sodium ... Starting materials: C(C)OC(=O)C1(CCN(CC1)CCCOC1=CC=CC=C1)S(=O)(=O)C1=CC=C(C=C1)OC (4-(4-Methoxy-benzenesulfonyl)-1-(3-phenoxy-propyl)-piperidine-4-carboxylic acid ethyl ester). The solvent is C1CCOC1.CO (THF Methanol), [OH-].[Na+] (NaOH). The product is COC1=CC=C(C=C1)S(=O)(=O)C1(CCN(CC1)CCCOC1=CC=CC=C1)C(=O)O (4-(4-Methoxy-benzenesulfonyl)-1-(3-phenoxy-propyl)-piperidine-4-carboxylic acid). Reaction SMILES: C([O:3][C:4]([C:6]1([S:22]([C:25]2[CH:30]=[CH:29][C:28]([O:31][CH3:32])=[CH:27][CH:26]=2)(=[O:24])=[O:23])[CH2:11][CH2:10][N:9]([CH2:12][CH2:13][CH2:14][O:15][C:16]2[CH:21]=[CH:20][CH:19]=[CH:18][CH:17]=2)[CH2:8][CH2:7]1)=[O:5])C>C1COCC1.CO.[OH-].[Na+]>[CH3:32][O:31][C:28]1[CH:29]=[CH:30][C:25]([S:22]([C:6]2([C:4]([OH:5])=[O:3])[CH2:7][CH2:8][N:9]([CH2:12][CH2:13][CH2:14][O:15][C:16]3[CH:17]=[CH:18][CH:19]=[CH:20][CH:21]=3)[CH2:10][CH2:11]2)(=[O:23])=[O:24])=[CH:26][CH:27]=1 |f:1.2,3.4|. Procedure: 4-(4-Methoxy-benzenesulfonyl)-1-(3-phenoxy-propyl)-piperidine-4-carboxylic acid was prepared starting from 4-(4-Methoxy-benzenesulfonyl)-1-(3-phenoxy-propyl)-piperidine-4-carboxylic acid ethyl ester (4.2 g, 9.1 mmol) dissolved in THF:Methanol 3:1 and 10 N NaOH (40 ml). The resulting reaction mixture was worked up as outlined in example 83. Yield 3.0 g (75%); off white powder, mp 195° C.; MS: 434.5 (M+H)+. The reactants are C (charcoal), CC1=CC=C(C=C1)C=1C(=CSC1)C1=NN=NN1 (5-(4-(4-methylphenyl)-3-thienyl)-tetrazole), C(C)(=O)OC(C)=O (acetic anhydride), C([O-])(O)=O.[Na+] (sodium bicarbonate). The solvent is C(C)(=O)OCC (ethyl acetate). Yields the product CC1=NN=C(O1)C1=CSC=C1C1=CC=C(C=C1)C (5-methyl-2-(4-(4-methylphenyl)-3-thienyl)-[1,3,4]- oxadiazole). RXN SMILES: [CH3:1][C:2]1[CH:7]=[CH:6][C:5]([C:8]2[C:9]([C:13]3[NH:17][N:16]=NN=3)=[CH:10][S:11][CH:12]=2)=[CH:4][CH:3]=1.[C:18](OC(=O)C)(=[O:20])[CH3:19].C(=O)(O)[O-].[Na+].C>C(OCC)(=O)C>[CH3:19][C:18]1[O:20][C:13]([C:9]2[C:8]([C:5]3[CH:4]=[CH:3][C:2]([CH3:1])=[CH:7][CH:6]=3)=[CH:12][S:11][CH:10]=2)=[N:17][N:16]=1 |f:2.3|. Reported procedure: A mixture of 5-(4-(4-methylphenyl)-3-thienyl)-tetrazole (3.3 g, 13.2 mmol) and acetic anhydride (50 ml) was heated at reflux temperature for 1 h. The resulting solution was evaporated in vacuo to give an oily residue which was dissolved into ethyl acetate (100 ml). The organic solution was vashed with a sodium bicarbonate solution (100 ml), treated with activated charcoal and dried (MgSO4). Filtration and evaporation in vacuo afforded 3.4 g of 5-methyl-2-(4-(4-methylphenyl)-3-thienyl)-[1,3,4]- o... Reactants: N1=C(C=CC=C1)C1=CC=C(C(=O)O)C=C1 (4-(pyridin-2-yl)-benzoic acid), C1CCOC1 (THF), CN1CCOCC1 (N-methyl-morpholine), ClC(=O)OCC(C)C (isobutyl chloroformate). The product is N1=C(C=CC=C1)C1=CC=C(C(=O)O)C=C1.C(C(C)C)OC(=O)OC(=O)OCC(C)C (4-(Pyridin-2-yl)-benzoic acid isobutyloxyformic acid anhydride). RXN SMILES: [N:1]1[CH:6]=[CH:5][CH:4]=[CH:3][C:2]=1[C:7]1[CH:15]=[CH:14][C:10]([C:11]([OH:13])=[O:12])=[CH:9][CH:8]=1.CN1C[CH2:21][O:20]CC1.Cl[C:24]([O:26][CH2:27][CH:28]([CH3:30])[CH3:29])=[O:25].C1C[O:34]CC1>>[N:1]1[CH:6]=[CH:5][CH:4]=[CH:3][C:2]=1[C:7]1[CH:15]=[CH:14][C:10]([C:11]([OH:13])=[O:12])=[CH:9][CH:8]=1.[CH2:27]([O:26][C:24]([O:34][C:21]([O:13][CH2:11][CH:10]([CH3:9])[CH3:14])=[O:20])=[O:25])[CH:28]([CH3:30])[CH3:29] |f:4.5|. Reported procedure: With the exclusion of air, 6.0 g (30 mmol) of 4-(pyridin-2-yl)-benzoic acid are suspended at -20° C. in 90 ml of THF, and 9.90 ml (90 mmol) of N-methyl-morpholine and 4.32 ml (33 mmol) of isobutyl chloroformate are added. After 30 min the mixture is filtered and washed with a small amount of cold THF; the filtrate is partially concentrated by evaporation and the residue is diluted with methylene chloride, washed with ice-water and cold brine, dried (Na2SO4) and concentrated by evaporation to yie... The reactants are OC(C(C(=O)O)C)CCC=C (3-hydroxy-2-methylhept-6-enoic acid), C(C)(=O)[O-].[K+] (potassium acetate), C(C)(=O)OC(C)=O (acetic anhydride). The solvent is C(C)(=O)OCC (ethyl acetate). Run at time 3 hour. Yields the product C[C@@]12C=CC[C@H]2CC1=O ((±)-(1S,5R)-5-methylbicyclo[3.2.0]hept-3-en-6-one). Yield: 19.2%. RXN SMILES: O[CH:2]([CH2:8][CH2:9][CH:10]=[CH2:11])[CH:3]([CH3:7])[C:4]([OH:6])=O.C([O-])(=O)C.[K+].C(OC(=O)C)(=O)C>C(OCC)(=O)C>[CH3:7][C@@:3]12[C:4](=[O:6])[CH2:11][C@@H:10]1[CH2:9][CH:8]=[CH:2]2 |f:1.2|. Procedure: A mixed solution of 3-hydroxy-2-methylhept-6-enoic acid (5.45 g, 34.5 mmol), potassium acetate (7.0 g, 71.3 mmol), and acetic anhydride (30 mL) was stirred at room temperature for 1.5 hours and then stirred for 3 hours under conditions of heating to reflux. The reaction solution was left overnight, then diluted with ethyl acetate, washed with water, saturated aqueous sodium bicarbonate, and saturated saline, and then dried over anhydrous magnesium sulfate. The solvent was distilled off under red...